This data is from the Open Reaction Database (ORD), a public repository of structured organic reaction records. The task is: describe an organic reaction: reactants, conditions, products, and yield The reactants are Cc1cc(O)c(C(C)(C)C)cc1Br, CCOCC, [Cl-], [Cl-], [Cl-], [Cl-], ClCCl, [Ti+4]. Yields the product Cc1c(Br)cc(C(C)(C)C)c(O)c1C=O. Reaction SMILES: [Br:1][c:2]1[cH:3][c:4]([C:10]([CH3:11])([CH3:12])[CH3:13])[c:5]([OH:9])[cH:6][c:7]1[CH3:8].[CH3:14][CH2:15][O:16][CH2:17][CH3:18].[Cl-:22].[Cl-:23].[Cl-:24].[Cl-:25].[Cl:19][CH2:20][Cl:21].[Ti+4:26]>>[Br:1][c:2]1[cH:3][c:4]([C:10]([CH3:11])([CH3:12])[CH3:13])[c:5]([OH:9])[c:6]([CH:15]=[O:16])[c:7]1[CH3:8].